The task is: describe an organic reaction: reactants, conditions, products, and yield. This data is from the Open Reaction Database (ORD), a public repository of structured organic reaction records. The reactants are CO, N#CCN1CCC(Nc2nc3cccnc3n2Cc2ccc(F)cc2)CC1, [H][H], N. Yields the product NCCN1CCC(Nc2nc3cccnc3n2Cc2ccc(F)cc2)CC1. Reaction SMILES: [CH3:31][OH:32].[F:1][c:2]1[cH:3][cH:4][c:5]([CH2:8][n:9]2[c:10]([NH:18][CH:19]3[CH2:20][CH2:21][N:22]([CH2:25][C:26]#[N:27])[CH2:23][CH2:24]3)[n:11][c:12]3[c:13]2[n:14][cH:15][cH:16][cH:17]3)[cH:6][cH:7]1.[H:29][H:30].[NH3:28]>>[F:1][c:2]1[cH:3][cH:4][c:5]([CH2:8][n:9]2[c:10]([NH:18][CH:19]3[CH2:20][CH2:21][N:22]([CH2:25][CH2:26][NH2:27])[CH2:23][CH2:24]3)[n:11][c:12]3[c:13]2[n:14][cH:15][cH:16][cH:17]3)[cH:6][cH:7]1.